From a dataset of the Open Reaction Database (ORD), a public repository of structured organic reaction records. describe an organic reaction: reactants, conditions, products, and yield Starting materials: [H-].[H-].[H-].[H-].[Li+].[Al+3] (LiAlH4), BrC1=CC=C(C(=C1)C1=CC=CC=C1)C(=O)OC (methyl 5-bromo-[1,1′-biphenyl]-2-carboxylate), O (water). Run in C1CCOC1 (THF). Run at time 2 hour. Product: BrC=1C=CC(=C(C1)C1=CC=CC=C1)CO ((5-bromo-[1,1′-biphenyl]-2-yl)methanol). RXN SMILES: [Br:1][C:2]1[CH:7]=[C:6]([C:8]2[CH:13]=[CH:12][CH:11]=[CH:10][CH:9]=2)[C:5]([C:14](OC)=[O:15])=[CH:4][CH:3]=1.[H-].[H-].[H-].[H-].[Li+].[Al+3].O>C1COCC1>[Br:1][C:2]1[CH:3]=[CH:4][C:5]([CH2:14][OH:15])=[C:6]([C:8]2[CH:13]=[CH:12][CH:11]=[CH:10][CH:9]=2)[CH:7]=1 |f:1.2.3.4.5.6|. Procedure details: A solution of methyl 5-bromo-[1,1′-biphenyl]-2-carboxylate (2.2 g, 6.9 mmol) in THF (50 mL) was cooled to 0° C. LiAlH4 (380 mg, 10 mmol) was added slowly. The reaction mixture was stirred at RT for 2 h, after which water (1 mL) was added slowly to quench the reaction. The solid was removed by filtration and the filtrate was concentrated in vacuo to provide (5-bromo-[1,1′-biphenyl]-2-yl)methanol as a white solid that was used directly without further purification. The reactants are OCc1cc2cc(OCc3ccccc3)ccc2o1, C1CCOC1, O=C1NC(=O)c2ccccc21, O, c1ccc(P(c2ccccc2)c2ccccc2)cc1. The product is O=C1c2ccccc2C(=O)N1Cc1cc2cc(OCc3ccccc3)ccc2o1. RXN SMILES: [CH2:6]([c:7]1[cH:8][cH:9][cH:10][cH:11][cH:12]1)[O:13][c:14]1[cH:15][cH:16][c:17]2[c:18]([cH:19][c:20]([CH2:22][OH:23])[o:21]2)[cH:24]1.[O:1]1[CH2:2][CH2:3][CH2:4][CH2:5]1.[O:25]=[C:26]1[NH:27][C:28](=[O:29])[c:30]2[cH:31][cH:32][cH:33][cH:34][c:35]21.[OH2:55].[c:36]1([P:37]([c:38]2[cH:39][cH:40][cH:41][cH:42][cH:43]2)[c:44]2[cH:45][cH:46][cH:47][cH:48][cH:49]2)[cH:50][cH:51][cH:52][cH:53][cH:54]1>>[CH2:6]([c:7]1[cH:8][cH:9][cH:10][cH:11][cH:12]1)[O:13][c:14]1[cH:15][cH:16][c:17]2[c:18]([cH:19][c:20]([CH2:22][N:27]3[C:26](=[O:25])[c:35]4[c:30]([cH:31][cH:32][cH:33][cH:34]4)[C:28]3=[O:29])[o:21]2)[cH:24]1. Reactants: CN(C)CCN1CCSc2ccc([N+](=O)[O-])cc21, CCO, ClCCl, [H][H], I, [Pd], CSC(=N)c1cccs1. The product is CN(C)CCN1CCSc2ccc(NC(=N)c3cccs3)cc21. RXN SMILES: [CH3:1][N:2]([CH2:3][CH2:4][N:5]1[c:6]2[c:7]([cH:11][cH:12][c:13]([N+:15]([O-:16])=[O:17])[cH:14]2)[S:8][CH2:9][CH2:10]1)[CH3:18].[CH3:31][CH2:32][OH:33].[Cl:34][CH2:35][Cl:36].[H:19][H:20].[IH:21].[Pd:37].[s:22]1[c:23]([C:27](=[NH:28])[S:29][CH3:30])[cH:24][cH:25][cH:26]1>>[CH3:1][N:2]([CH2:3][CH2:4][N:5]1[c:6]2[c:7]([cH:11][cH:12][c:13]([NH:15][C:27]([c:23]3[s:22][cH:26][cH:25][cH:24]3)=[NH:28])[cH:14]2)[S:8][CH2:9][CH2:10]1)[CH3:18]. Yields the product ClC1=CC(=C(C=C1)C(C=1C(=NNC1C(=O)OCC)C(=O)OCC)O)[N+](=O)[O-] (Diethyl 4-[(4-chloro-2-nitrophenyl)hydroxymethyl]-1H-pyrazole-3,5-dicarboxylate). Reaction SMILES: [Cl:1][C:2]1[CH:7]=[CH:6][C:5]([CH:8]([OH:16])[C:9]#[C:10][C:11]([O:13][CH2:14][CH3:15])=[O:12])=[C:4]([N+:17]([O-:19])=[O:18])[CH:3]=1.[N+:20](=[CH:22][C:23]([O:25][CH2:26][CH3:27])=[O:24])=[N-:21]>C(OCC)C>[Cl:1][C:2]1[CH:7]=[CH:6][C:5]([CH:8]([OH:16])[C:9]2[C:22]([C:23]([O:25][CH2:26][CH3:27])=[O:24])=[N:20][NH:21][C:10]=2[C:11]([O:13][CH2:14][CH3:15])=[O:12])=[C:4]([N+:17]([O-:19])=[O:18])[CH:3]=1. Reactants: ClC1=CC(=C(C=C1)C(C#CC(=O)OCC)O)[N+](=O)[O-] (ethyl 4-(4-chloro-2-nitrophenyl)-4-hydroxy-2-butynoate), [N+](=[N-])=CC(=O)OCC (ethyl diazoacetate). Yield: 58.9%. Procedure details: A solution of ethyl 4-(4-chloro-2-nitrophenyl)-4-hydroxy-2-butynoate (5.00 g, 17.7 mmol) and ethyl diazoacetate (2.75 g, 26.5 mmol) in diethyl ether (43.3 mL) was refluxed for 5 days. After cooling to room temperature the reaction mixture was chromatographed eluting with ethyl acetate:hexanes (20:80, 30:70, 40:60, and 50:50). All of the fractions containing the desired compound were combined, concentrated on the rotary evaporator, and the product was recrystallized twice from toluene (total volu... Solvent: C(C)OCC (diethyl ether). The reactants are O=C([O-])[O-], COc1ccc(C(=O)Cl)cc1OC1CC=CC1, COc1ccc(C(=O)O)cc1OC1CC=CC1, [H-], [K+], [K+], Nc1c(Cl)cncc1Cl, [Na+], C1CCOC1. Yields the product COc1ccc(C(=O)Nc2c(Cl)cncc2Cl)cc1OC1CC=CC1. As a reaction SMILES: [C:46](=[O:47])([O-:48])[O-:49].[CH:12]1([O:17][c:18]2[cH:19][c:20]([C:21](=[O:22])[Cl:23])[cH:24][cH:25][c:26]2[O:27][CH3:28])[CH2:13][CH:14]=[CH:15][CH2:16]1.[CH:29]1([O:30][c:31]2[cH:32][c:33]([C:39]([OH:40])=[O:41])[cH:34][cH:35][c:36]2[O:37][CH3:38])[CH2:42][CH:43]=[CH:44][CH2:45]1.[H-:10].[K+:50].[K+:51].[NH2:1][c:2]1[c:3]([Cl:9])[cH:4][n:5][cH:6][c:7]1[Cl:8].[Na+:11].[O:52]1[CH2:53][CH2:54][CH2:55][CH2:56]1>>[NH:1]([c:2]1[c:3]([Cl:9])[cH:4][n:5][cH:6][c:7]1[Cl:8])[C:21]([c:20]1[cH:19][c:18]([O:17][CH:12]2[CH2:13][CH:14]=[CH:15][CH2:16]2)[c:26]([O:27][CH3:28])[cH:25][cH:24]1)=[O:22]. The reactants are Nc1ncnn2c(Br)ccc12, CC(C)(C)OC(=O)N1CCCCC1, CC(C)[Mg+], [Cl-], C[Si](C)(C)Cl, ClCCl, C1CCOC1, O. Yields the product CC(C)(C)OC(=O)N1CCC(O)(c2ccc3c(N)ncnn23)CC1. RXN SMILES: [Br:6][c:7]1[cH:8][cH:9][c:10]2[c:11]([NH2:16])[n:12][cH:13][n:14][n:15]12.[C:22]([CH3:23])([CH3:24])([CH3:25])[O:26][C:27](=[O:28])[N:29]1[CH2:30][CH2:31][CH2:32][CH2:33][CH2:34]1.[CH3:18][CH:19]([Mg+:20])[CH3:21].[Cl-:17].[Cl:1][Si:2]([CH3:3])([CH3:4])[CH3:5].[Cl:40][CH2:41][Cl:42].[O:35]1[CH2:36][CH2:37][CH2:38][CH2:39]1.[OH2:43]>>[c:7]1([C:32]2([OH:35])[CH2:31][CH2:30][N:29]([C:27]([O:26][C:22]([CH3:23])([CH3:24])[CH3:25])=[O:28])[CH2:34][CH2:33]2)[cH:8][cH:9][c:10]2[c:11]([NH2:16])[n:12][cH:13][n:14][n:15]12.